From a dataset of the Open Reaction Database (ORD), a public repository of structured organic reaction records. describe an organic reaction: reactants, conditions, products, and yield The reactants are Nc1cc(Br)ccn1, CC(c1ccc(B2OC(C)(C)C(C)(C)O2)cc1)N1CCC(CCCO)(c2ccccc2)OC1=O. The product is CC(c1ccc(-c2ccnc(N)c2)cc1)N1CCC(CCCO)(c2ccccc2)OC1=O. Reaction SMILES: [NH2:35][c:36]1[n:37][cH:38][cH:39][c:40]([Br:42])[cH:41]1.[OH:1][CH2:2][CH2:3][CH2:4][C:5]1([c:29]2[cH:30][cH:31][cH:32][cH:33][cH:34]2)[CH2:6][CH2:7][N:8]([CH:12]([CH3:13])[c:14]2[cH:15][cH:16][c:17]([B:20]3[O:21][C:22]([CH3:23])([CH3:24])[C:25]([CH3:26])([CH3:27])[O:28]3)[cH:18][cH:19]2)[C:9](=[O:11])[O:10]1>>[OH:1][CH2:2][CH2:3][CH2:4][C:5]1([c:29]2[cH:30][cH:31][cH:32][cH:33][cH:34]2)[CH2:6][CH2:7][N:8]([CH:12]([CH3:13])[c:14]2[cH:15][cH:16][c:17](-[c:40]3[cH:39][cH:38][n:37][c:36]([NH2:35])[cH:41]3)[cH:18][cH:19]2)[C:9](=[O:11])[O:10]1. Reactants: [N+](=O)([O-])C=1C=C(C(O)=CC1)O (4-nitrocatechol), CC([O-])C.[Ti+4].CC([O-])C.CC([O-])C.CC([O-])C (titanium(IV) isopropoxide). Run in C1(=CC=CC=C1)C (toluene). Reaction conditions: temperature 100 celsius. Yields the product [N+](=O)([O-])C1=C(C([O-])=CC=C1)[O-].[Ti+4].[N+](=O)([O-])C1=C(C([O-])=CC=C1)[O-] (Titanium Nitrocatecholate). Reaction SMILES: [N+:1]([C:4]1[CH:5]=[C:6]([OH:11])[C:7](=[CH:9][CH:10]=1)O)([O-:3])=[O:2].CC(C)[O-:14].[Ti+4:16].CC(C)[O-:19].CC(C)[O-].CC(C)[O-]>C1(C)C=CC=CC=1>[N+:1]([C:4]1[CH:10]=[CH:9][CH:7]=[C:6]([O-:11])[C:5]=1[O-:14])([O-:3])=[O:2].[Ti+4:16].[N+:1]([C:4]1[CH:10]=[CH:9][CH:7]=[C:6]([O-:11])[C:5]=1[O-:19])([O-:3])=[O:2] |f:1.2.3.4.5,7.8.9|. Procedure: A solution of 4-nitrocatechol (10 g, 64.5 mmol) and toluene (220 ml) was dehydrated by distilling 20 mL of the solution. Thereafter, 9.15 g (32.2 mmol) of titanium(IV) isopropoxide (TTIP) was added to the solution while stirring. The mixed solution was refluxed for 1 hour, and then, while the distillation temperature was 100° C. or higher, distilled until the amount of the solution became half. After the distillation, solid content of the product was isolated by suction filtering using a membran... The reactants are CCCC(CCC)NC1=C(C=CC(=C1)C(=O)OC)N1C(CCC1(CO)CO)=O (1-[2-(4-heptylamino)-4-methoxycarbonylphenyl]-5,5-bis-(hydroxymethyl)pyrrolidin-2-one). The solvent is [OH-].[Na+] (sodium hydroxide), CO (methanol). Conditions: time 12 hour. Yields the product C(=O)(O)C1=CC(=C(C=C1)N1C(CCC1(CO)CO)=O)NC(CCC)CCC (1-[4-Carboxy-2-(4-heptylamino)phenyl]-5,5-bis-(hydroxymethyl)pyrrolidin-2-one). The yield is 92.5%. RXN SMILES: [CH3:1][CH2:2][CH2:3][CH:4]([NH:8][C:9]1[CH:14]=[C:13]([C:15]([O:17]C)=[O:16])[CH:12]=[CH:11][C:10]=1[N:19]1[C:23]([CH2:26][OH:27])([CH2:24][OH:25])[CH2:22][CH2:21][C:20]1=[O:28])[CH2:5][CH2:6][CH3:7]>[OH-].[Na+].CO>[C:15]([C:13]1[CH:12]=[CH:11][C:10]([N:19]2[C:23]([CH2:26][OH:27])([CH2:24][OH:25])[CH2:22][CH2:21][C:20]2=[O:28])=[C:9]([NH:8][CH:4]([CH2:5][CH2:6][CH3:7])[CH2:3][CH2:2][CH3:1])[CH:14]=1)([OH:17])=[O:16] |f:1.2|. Reported procedure: A suspension of the above ester (0.08 g, 0.2 mmol) in 1 N sodium hydroxide (1.5 mL) and methanol (1 mL) was stirred at ambient tmperature for 12 h. Upon acidification of the reaction mixture with glacial acetic acid, a solid precipitated. The solid was collected by filtration and dried to give 0.07 g (90%) of the title compound, mp 227-229° C. Starting materials: CO, Cl, NO, CC(=O)C=Cc1cccc(Oc2ccccc2)c1, c1ccncc1. Yields the product CC(C=Cc1cccc(Oc2ccccc2)c1)=NO. Reaction SMILES: [CH3:28][OH:29].[ClH:19].[NH2:20][OH:21].[O:1]([c:2]1[cH:3][cH:4][cH:5][cH:6][cH:7]1)[c:8]1[cH:9][c:10]([CH:14]=[CH:15][C:16]([CH3:17])=[O:18])[cH:11][cH:12][cH:13]1.[cH:22]1[cH:23][cH:24][n:25][cH:26][cH:27]1>>[O:1]([c:2]1[cH:3][cH:4][cH:5][cH:6][cH:7]1)[c:8]1[cH:9][c:10]([CH:14]=[CH:15][C:16]([CH3:17])=[N:20][OH:21])[cH:11][cH:12][cH:13]1. The reactants are Cl.C(C)(=O)OCC (hydrochloric acid ethyl acetate), COC1=CC=C(C=C1)CCCN1[C@H](CCCC1)CN1C2=C(OCC3=C1C=CC=C3)C=CC=C2 ((R)-5,11-dihydro-5-[1-[3-(4-methoxyphenyl)propyl]piperidine-2-ylmethyl]dibenzo[b,e][1,4]oxazepine). Solvent: ClCCl (dichloromethane). Reaction conditions: time 2 hour. The product is Cl.COC1=CC=C(C=C1)CCCN1[C@H](CCCC1)CN1C2=C(OCC3=C1C=CC=C3)C=CC=C2 ((R)-5,11-Dihydro-5-[1-[3-(4-methoxyphenyl)propyl]piperidine-2-ylmethyl]dibenzo[b,e][1,4]oxazepine Hydrochloride), solid. Yield: 85.0%. Reaction SMILES: [ClH:1].C(OCC)(=O)C.[CH3:8][O:9][C:10]1[CH:15]=[CH:14][C:13]([CH2:16][CH2:17][CH2:18][N:19]2[CH2:24][CH2:23][CH2:22][CH2:21][C@@H:20]2[CH2:25][N:26]2[C:32]3[CH:33]=[CH:34][CH:35]=[CH:36][C:31]=3[CH2:30][O:29][C:28]3[CH:37]=[CH:38][CH:39]=[CH:40][C:27]2=3)=[CH:12][CH:11]=1>ClCCl>[ClH:1].[CH3:8][O:9][C:10]1[CH:15]=[CH:14][C:13]([CH2:16][CH2:17][CH2:18][N:19]2[CH2:24][CH2:23][CH2:22][CH2:21][C@@H:20]2[CH2:25][N:26]2[C:32]3[CH:33]=[CH:34][CH:35]=[CH:36][C:31]=3[CH2:30][O:29][C:28]3[CH:37]=[CH:38][CH:39]=[CH:40][C:27]2=3)=[CH:12][CH:11]=1 |f:0.1,4.5|. Reported procedure: 1.0 ml of 4 M hydrochloric acid/ethyl acetate was added to a solution of (R)-5,11-dihydro-5-[1-[3-(4-methoxyphenyl)propyl]piperidine-2-ylmethyl]dibenzo[b,e][1,4]oxazepine (196 mg) in dichloromethane (5 ml), and they were stirred for 2 hours. The solvent was evaporated under reduced pressure. The title compound was obtained in the form of a light yellow solid (180 mg, 85%). Product: BrCC(=O)C1=CC(=CC=C1)OC (2-Bromo-1-(3-methoxy-phenyl)-ethanone). As a reaction SMILES: [CH:1]1[C:10]2CCCC[C:5]=2[CH:4]=[CH:3][C:2]=1[C:11](=[O:13])[CH3:12].[C:14]([OH:17])(=O)C.[Br:18]Br>>[Br:18][CH2:12][C:11]([C:2]1[CH:3]=[CH:4][CH:5]=[C:10]([O:17][CH3:14])[CH:1]=1)=[O:13]. Starting materials: C1=C(C=CC=2CCCCC12)C(C)=O (1-(5,6,7,8-tetrahydro-naphthalen-2-yl)-ethanone), C(C)(=O)O (acetic acid), BrBr (bromine). Procedure details: Reaction of 1-(5,6,7,8-tetrahydro-naphthalen-2-yl)-ethanone (5 g, 28.70 mmol), acetic acid (1.6 mL, 28.70 mmol), and bromine (1.7 mL, 33.00 mmol) followed by recrystallisation from cold EtOAc/Hexane gave the title compound (1.9 g, 26%) as a yellow powder. 1H NMR (300 MHz, CD3OD) δ 1.84 (t, 4H, J=6.6 Hz), 2.80–2.85 (m, 4H), 4.61 (s, 2H), 7.19 (d, 1H, J=8.7 Hz), 7.70–7.78 (m, 2H). ES-MS m/z 253 (M+H). Isolated yield 28.9%. The reactants are COC(=O)C=C1C2=C(OC3=C(O1)C=CC=C3)C=CC=C2 (11-(methoxycarbonyl methylidene) dibenzo (b,e)-1,4-dioxepin). Run in CO (methanol). Run at time 10 hour. The product is COC(=O)CC1C2=C(OC3=C(O1)C=CC=C3)C=CC=C2 (11-(methoxycarbonyl methyl) [11H-dibenzo (b,e)-1,4-dioxepin]). The yield is 47.8%. As a reaction SMILES: [CH3:1][O:2][C:3]([CH:5]=[C:6]1[O:12][C:11]2[CH:13]=[CH:14][CH:15]=[CH:16][C:10]=2[O:9][C:8]2[CH:17]=[CH:18][CH:19]=[CH:20][C:7]1=2)=[O:4]>CO>[CH3:1][O:2][C:3]([CH2:5][CH:6]1[O:12][C:11]2[CH:13]=[CH:14][CH:15]=[CH:16][C:10]=2[O:9][C:8]2[CH:17]=[CH:18][CH:19]=[CH:20][C:7]1=2)=[O:4]. Procedure details: 27 g of 11-(methoxycarbonyl methylidene) dibenzo (b,e)-1,4-dioxepin (A or B isomer) were dissolved in 150 ml of methanol. The solution was purged with bubbling nitrogen, then 0.5 g of platinum dioxide were added. The mixture was hydrogenated under atmospheric pressure until the end of the absorption. The catalyst was filtered off and the methanol solution was half concentrated. The crystallization was started up, then the crystalline mixture was left at rest for 10 hours in a refrigerator. The c... The product is CNc1nc(OCc2ccc(F)cc2F)c(Br)c(=O)n1-c1cc(C(=O)OC)ccc1C. RXN SMILES: [Br:1][c:2]1[c:3]([O:24][CH2:25][c:26]2[c:27]([F:33])[cH:28][c:29]([F:32])[cH:30][cH:31]2)[n:4][c:5]([S:20]([CH3:21])(=[O:22])=[O:23])[n:6](-[c:9]2[cH:10][c:11]([C:12](=[O:13])[O:14][CH3:15])[cH:16][cH:17][c:18]2[CH3:19])[c:7]1=[O:8].[CH2:51]1[O:52][CH2:53][CH2:54][CH2:55]1.[CH3:34][NH2:35].[CH3:36][CH2:37][CH2:38][CH2:39][CH2:40][CH3:41].[CH3:42][N:43]([c:44]1[cH:45][cH:46][n:47][cH:48][cH:49]1)[CH3:50].[Cl:56][CH2:57][Cl:58]>>[Br:1][c:2]1[c:3]([O:24][CH2:25][c:26]2[c:27]([F:33])[cH:28][c:29]([F:32])[cH:30][cH:31]2)[n:4][c:5]([NH:35][CH3:34])[n:6](-[c:9]2[cH:10][c:11]([C:12](=[O:13])[O:14][CH3:15])[cH:16][cH:17][c:18]2[CH3:19])[c:7]1=[O:8]. Starting materials: COC(=O)c1ccc(C)c(-n2c(S(C)(=O)=O)nc(OCc3ccc(F)cc3F)c(Br)c2=O)c1, C1CCOC1, CN, CCCCCC, CN(C)c1ccncc1, ClCCl. Run at temperature 100 celsius, time 3 hour. The reagents and catalysts are [Zn] (zinc). Reaction SMILES: [Cl:1][C:2]1[CH:7]=[CH:6][CH:5]=[C:4]([F:8])[C:3]=1[C:9]1[N:13]=[C:12]([C:14]2[S:15][C:16](Br)=[C:17]([Br:20])[C:18]=2[CH3:19])[N:11]([CH3:22])[N:10]=1.C(O)(=O)C.O>[Zn].CCOCC>[Cl:1][C:2]1[CH:7]=[CH:6][CH:5]=[C:4]([F:8])[C:3]=1[C:9]1[N:13]=[C:12]([C:14]2[S:15][CH:16]=[C:17]([Br:20])[C:18]=2[CH3:19])[N:11]([CH3:22])[N:10]=1. Yields the product ClC1=C(C(=CC=C1)F)C1=NN(C(=N1)C=1SC=C(C1C)Br)C (3-(2-Chloro-6-fluorophenyl)-1-methyl-5-(4-bromo-3-methyl-2-thienyl)-1H-1,2,4-triazole). The solvent is CCOCC (ether). Yield: 96.3%. The reactants are ClC1=C(C(=CC=C1)F)C1=NN(C(=N1)C=1SC(=C(C1C)Br)Br)C (3-(2-chloro-6-fluorophenyl)-1-methyl-5-(4,5-dibromo-3-methyl-2-thienyl)-1H-1,2,4-triazole), C(C)(=O)O (acetic acid), O (water). Procedure details: Into 250-mL three-necked round bottom flask equipped with a mechanical stirrer and condenser under an atmosphere of nitrogen was added 19.26 g of 3-(2-chloro-6-fluorophenyl)-1-methyl-5-(4,5-dibromo-3-methyl-2-thienyl)-1H-1,2,4-triazole, 72 mL of acetic acid, 16 mL of water, and 3.25 g of zinc dust. The temperature of the reaction mixture was heated to 100° C. and was maintained at that temperature. After three hours the mixture was allowed to cool to room temperature and was poured into ether (5... Reagents/catalysts: C=1C=CC(=CC1)/C=C/C(=O)/C=C/C2=CC=CC=C2.C=1C=CC(=CC1)/C=C/C(=O)/C=C/C2=CC=CC=C2.C=1C=CC(=CC1)/C=C/C(=O)/C=C/C2=CC=CC=C2.[Pd].[Pd] (Pd2dba3). Product: O1CCN(CC1)C1=NC=C(C=C1NC1=C(C(=NC2=C(C=C(C=C12)F)F)C1=NC=CC=C1)C)N1CCOCC1 (N-(2,5-dimorpholinopyridin-3-yl)-6,8-difluoro-3-methyl-2-(pyridin-2-yl)quinolin-4-amine). Procedure details: The Buchwald coupled product was prepared according to Procedure H using dicyclohexyl(2′,4′,6′-triisopropylbiphenyl-2-yl)phosphine (0.026 g, 0.055 mmol), 2,5-dimorpholinopyridin-3-amine (0.109 g, 0.41 mmol), 4-chloro-6,8-difluoro-3-methyl-2-(pyridin-2-yl)quinoline (0.1 g, 0.34 mmol), Pd2dba3 (0.013 g, 0.014 mmol) and sodium tert-butoxide (0.083 g, 0.86 mmol) in toluene (3.4 mL) at 120° C. for 3 h. The crude product was purified by column chromatography on basic alumina (0 to 50% hexanes/EtOAc) t... The reactants are C1(CCCCC1)P(C1=C(C=CC=C1)C1=C(C=C(C=C1C(C)C)C(C)C)C(C)C)C1CCCCC1 (dicyclohexyl(2′,4′,6′-triisopropylbiphenyl-2-yl)phosphine), CC(C)([O-])C.[Na+] (sodium tert-butoxide), O1CCN(CC1)C1=NC=C(C=C1N)N1CCOCC1 (2,5-dimorpholinopyridin-3-amine), ClC1=C(C(=NC2=C(C=C(C=C12)F)F)C1=NC=CC=C1)C (4-chloro-6,8-difluoro-3-methyl-2-(pyridin-2-yl)quinoline). As a reaction SMILES: C1(P(C2CCCCC2)C2C=CC=CC=2C2C(C(C)C)=CC(C(C)C)=CC=2C(C)C)CCCCC1.[O:35]1[CH2:40][CH2:39][N:38]([C:41]2[C:46]([NH2:47])=[CH:45][C:44]([N:48]3[CH2:53][CH2:52][O:51][CH2:50][CH2:49]3)=[CH:43][N:42]=2)[CH2:37][CH2:36]1.Cl[C:55]1[C:64]2[C:59](=[C:60]([F:66])[CH:61]=[C:62]([F:65])[CH:63]=2)[N:58]=[C:57]([C:67]2[CH:72]=[CH:71][CH:70]=[CH:69][N:68]=2)[C:56]=1[CH3:73].CC(C)([O-])C.[Na+]>C1(C)C=CC=CC=1.C1C=CC(/C=C/C(/C=C/C2C=CC=CC=2)=O)=CC=1.C1C=CC(/C=C/C(/C=C/C2C=CC=CC=2)=O)=CC=1.C1C=CC(/C=C/C(/C=C/C2C=CC=CC=2)=O)=CC=1.[Pd].[Pd]>[O:35]1[CH2:40][CH2:39][N:38]([C:41]2[C:46]([NH:47][C:55]3[C:64]4[C:59](=[C:60]([F:66])[CH:61]=[C:62]([F:65])[CH:63]=4)[N:58]=[C:57]([C:67]4[CH:72]=[CH:71][CH:70]=[CH:69][N:68]=4)[C:56]=3[CH3:73])=[CH:45][C:44]([N:48]3[CH2:49][CH2:50][O:51][CH2:52][CH2:53]3)=[CH:43][N:42]=2)[CH2:37][CH2:36]1 |f:3.4,6.7.8.9.10|. The solvent is C1(=CC=CC=C1)C (toluene).